From a dataset of the Open Reaction Database (ORD), a public repository of structured organic reaction records. describe an organic reaction: reactants, conditions, products, and yield Starting materials: C(C)NC=1SC(=C(N1)C)C1=NC(=NC=C1)NC=1C=C(CNC(C)=O)C=CC1 (N-{3-[4-(2-ethylamino-4-methyl-thiazol-5-yl)-pyrimidin-2-ylamino]-benzyl}-acetamide). Solvent: CC#N (MeCN). Product: NCC=1C=C(C=CC1)NC1=NC=CC(=N1)C1=C(N=C(S1)NCC)C ((3-Aminomethyl-phenyl)-[4-(2-ethylamino-4-methyl-thiazol-5-yl)-pyrimidin-2-yl]-amine). RXN SMILES: [CH2:1]([NH:3][C:4]1[S:5][C:6]([C:10]2[CH:15]=[CH:14][N:13]=[C:12]([NH:16][C:17]3[CH:18]=[C:19]([CH:25]=[CH:26][CH:27]=3)[CH2:20][NH:21]C(=O)C)[N:11]=2)=[C:7]([CH3:9])[N:8]=1)[CH3:2]>CC#N>[NH2:21][CH2:20][C:19]1[CH:18]=[C:17]([NH:16][C:12]2[N:11]=[C:10]([C:6]3[S:5][C:4]([NH:3][CH2:1][CH3:2])=[N:8][C:7]=3[CH3:9])[CH:15]=[CH:14][N:13]=2)[CH:27]=[CH:26][CH:25]=1. Procedure: By hydrolysis of N-{3-[4-(2-ethylamino-4-methyl-thiazol-5-yl)-pyrimidin-2-ylamino]-benzyl}-acetamide. Yellow solid. Mp 290-292° C. Anal. RP-HPLC: tR=10.6 min (10-70% MeCN, purity >95%). 1H-NMR (DMSO-D6) δ: 1.31 (t, 3H, J=7.0 Hz, CH3), 2.64 (s, 3H, CH3), 3.54 (m, 2H, CH2), 4.11 (m, 2H, CH2), 7.14 (d, 1H, J=6.0 Hz, pyrimidinyl-H), 7.22 (d, 1H, J=8.0 Hz, Ph-H), 7.45 (t, 1H, J=8.0 Hz, Ph-H), 7.74 (d, 1H, J=8.0 Hz, Ph-H), 7.95 (s, 1H, Ph-H), 8.53 (d, 1H, J=6.0 Hz, pyrimidinyl-H). MS (ESI+) m/z 341.20... Reactants: [OH-].[Mg+2].[OH-] (magnesium hydroxide), [OH-].[Mg+2].[OH-] (magnesium hydroxide), C(CCCCCCC\C=C/CCCCCCCC)(=O)O (oleic acid), C(CCCCCCC(C)C)O (isodecyl alcohol), C(=O)=O (Carbon dioxide). Solvent: O (water), C(C)(C)O (isopropyl alcohol). Run at temperature 140 fahrenheit. The product is C1(=CC=CC=C1)O (phenol), C(CCCCCCC\C=C/CCCCCCCC)(=O)[O-].[Mg+2].C(CCCCCCC\C=C/CCCCCCCC)(=O)[O-].C([O-])([O-])=O (Magnesium Oleate Carbonate). Yield: 4.5%. RXN SMILES: [C:1]([OH:20])(=[O:19])[CH2:2][CH2:3][CH2:4][CH2:5][CH2:6][CH2:7][CH2:8]/[CH:9]=[CH:10]\[CH2:11][CH2:12][CH2:13][CH2:14][CH2:15][CH2:16][CH2:17][CH3:18].C([OH:31])CCCCCCC(C)C.[OH-].[Mg+2:33].[OH-].[C:35](=[O:37])=[O:36]>O.C(O)(C)C>[C:1]1([OH:20])[CH:2]=[CH:3][CH:4]=[CH:5][CH:6]=1.[C:1]([O-:20])(=[O:19])[CH2:2][CH2:3][CH2:4][CH2:5][CH2:6][CH2:7][CH2:8]/[CH:9]=[CH:10]\[CH2:11][CH2:12][CH2:13][CH2:14][CH2:15][CH2:16][CH2:17][CH3:18].[Mg+2:33].[C:1]([O-:20])(=[O:19])[CH2:2][CH2:3][CH2:4][CH2:5][CH2:6][CH2:7][CH2:8]/[CH:9]=[CH:10]\[CH2:11][CH2:12][CH2:13][CH2:14][CH2:15][CH2:16][CH2:17][CH3:18].[C:35](=[O:31])([O-:37])[O-:36] |f:2.3.4,9.10.11.12|. Reported procedure: A phenol-free magnesium oleate/carbonate containing about 4.5% magnesium was prepared by the following procedure. A mixture of 529.3 g of oleic acid, 600 g of Shellflex™ 6111 light mineral oil, 400 g of isopropyl alcohol, 350 g of isodecyl alcohol, 400 g of water was heated to 140° F. and 400 g of magnesium hydroxide was added. The neutralization of the acid with the magnesium hydroxide caused the temperature to rise to 167° F. Carbon dioxide gas was passed into the reaction mixture through a su... The reactants are Cl (hydrochloric acid), C(#N)C1=CC=C(C=N1)C1=CC=CC=2N(C3=CC=CC=C3C12)C1=CC(=C(C(=O)OC(C)(C)C)C=C1)NC1CCOCC1 (2-methylpropan-2-yl 4-[4-(6-cyanopyridin-3-yl)-9H-carbazol-9-yl]-2-(tetrahydro-2H-pyran-4-ylamino)benzoate). Run in O1CCOCC1 (dioxane). Reaction conditions: temperature 100 celsius. Yields the product C(#N)C1=CC=C(C=N1)C1=CC=CC=2N(C3=CC=CC=C3C12)C1=CC(=C(C(=O)O)C=C1)NC1CCOCC1 (4-[4-(6-cyanopyridin-3-yl)-9H-carbazol-9-yl]-2-(tetrahydro-2H-pyran-4-ylamino)benzoic acid). Isolated yield 35.6%. RXN SMILES: Cl.[C:2]([C:4]1[N:9]=[CH:8][C:7]([C:10]2[C:22]3[C:21]4[C:16](=[CH:17][CH:18]=[CH:19][CH:20]=4)[N:15]([C:23]4[CH:35]=[CH:34][C:26]([C:27]([O:29]C(C)(C)C)=[O:28])=[C:25]([NH:36][CH:37]5[CH2:42][CH2:41][O:40][CH2:39][CH2:38]5)[CH:24]=4)[C:14]=3[CH:13]=[CH:12][CH:11]=2)=[CH:6][CH:5]=1)#[N:3]>O1CCOCC1>[C:2]([C:4]1[N:9]=[CH:8][C:7]([C:10]2[C:22]3[C:21]4[C:16](=[CH:17][CH:18]=[CH:19][CH:20]=4)[N:15]([C:23]4[CH:35]=[CH:34][C:26]([C:27]([OH:29])=[O:28])=[C:25]([NH:36][CH:37]5[CH2:42][CH2:41][O:40][CH2:39][CH2:38]5)[CH:24]=4)[C:14]=3[CH:13]=[CH:12][CH:11]=2)=[CH:6][CH:5]=1)#[N:3]. Procedure: 5 ml of 1N hydrochloric acid are added to a solution of 0.47 g of 2-methylpropan-2-yl 4-[4-(6-cyanopyridin-3-yl)-9H-carbazol-9-yl]-2-(tetrahydro-2H-pyran-4-ylamino)benzoate in 4 ml of dioxane. The reaction mixture is heated at 100° C. in a microwave for 2 hours and then concentrated under reduced pressure. The residue is purified twice by silica gel chromatography, elution being carried out successively with a mixture of dichloromethane and methanol (98/2 by volume) and then with a mixture of cy... Starting materials: C=CCI, CC(C)=O, [K+], [K+], O=C([O-])[O-], Oc1ccc(O)cc1. The product is C=CCOc1ccc(O)cc1. As a reaction SMILES: [CH2:1]([CH:2]=[CH2:3])[I:4].[CH3:19][C:20](=[O:21])[CH3:22].[K+:13].[K+:14].[O-:15][C:16]([O-:17])=[O:18].[OH:5][c:6]1[cH:7][cH:8][c:9]([OH:10])[cH:11][cH:12]1>>[CH2:1]([CH:2]=[CH2:3])[O:5][c:6]1[cH:7][cH:8][c:9]([OH:10])[cH:11][cH:12]1. Starting materials: ClC=1C=C(C=CC1Cl)N1N=C(C=C1C)OCCN1CC(CC1)NC(C)=O (N-(1-(2-(1-(3,4-dichlorophenyl)-5-methyl-1H-pyrazol-3-yloxy)ethyl)pyrrolidin-3-yl)acetamide), aqueous solution, Cl (HCl), aqueous solution, [OH-].[Na+] (NaOH). Solvent: O (water). The product is ClC=1C=C(C=CC1Cl)N1N=C(C=C1C)OCCN1CC(CC1)N (1-{2-[1-(3,4-Dichlorophenyl)-5-methyl-1H-pyrazol-3-yloxy]ethyl}pyrrolidin-3-amine). The yield is 90.1%. As a reaction SMILES: [Cl:1][C:2]1[CH:3]=[C:4]([N:9]2[C:13]([CH3:14])=[CH:12][C:11]([O:15][CH2:16][CH2:17][N:18]3[CH2:22][CH2:21][CH:20]([NH:23]C(=O)C)[CH2:19]3)=[N:10]2)[CH:5]=[CH:6][C:7]=1[Cl:8].Cl.[OH-].[Na+]>O>[Cl:1][C:2]1[CH:3]=[C:4]([N:9]2[C:13]([CH3:14])=[CH:12][C:11]([O:15][CH2:16][CH2:17][N:18]3[CH2:22][CH2:21][CH:20]([NH2:23])[CH2:19]3)=[N:10]2)[CH:5]=[CH:6][C:7]=1[Cl:8] |f:2.3|. Procedure details: A solution of N-(1-(2-(1-(3,4-dichlorophenyl)-5-methyl-1H-pyrazol-3-yloxy)ethyl)pyrrolidin-3-yl)acetamide (0.1 g, 0.25 mmol) in water (2 ml) and 6N aqueous solution of HCl (2 ml) was refluxed for 5 hrs. The mixture was basified with 20% aqueous solution of NaOH and extracted with dichloromethane. The combined organic solutions was washed with water, dried over Na2SO4, filtered and evaporated to dryness yielding 80 mg of 1-{2-[1-(3,4-Dichlorophenyl)-5-methyl-1H-pyrazol-3-yloxy]ethyl}pyrrolidin-3-... The reactants are NC1=C(C(=NC2=CC=CC(=C12)OCC(C(=O)O)(C)C)C)C(=O)OCC (3-((4-amino-3-(ethoxycarbonyl)-2-methylquinolin-5-yl)oxy)-2,2-dimethylpropanoic acid), C1(CC1)CN (cyclopropylmethanamine). The product is NC1=C(C(=NC2=CC=CC(=C12)OCC(C(=O)NCC1CC1)(C)C)C)C(=O)OCC (ethyl 4-amino-5-(3-((cyclopropylmethyl)amino)-2,2-dimethyl-3-oxopropoxy)-2-methylquinoline-3-carboxylate). RXN SMILES: [NH2:1][C:2]1[C:11]2[C:6](=[CH:7][CH:8]=[CH:9][C:10]=2[O:12][CH2:13][C:14]([CH3:19])([CH3:18])[C:15]([OH:17])=O)[N:5]=[C:4]([CH3:20])[C:3]=1[C:21]([O:23][CH2:24][CH3:25])=[O:22].[CH:26]1([CH2:29][NH2:30])[CH2:28][CH2:27]1>>[NH2:1][C:2]1[C:11]2[C:6](=[CH:7][CH:8]=[CH:9][C:10]=2[O:12][CH2:13][C:14]([CH3:18])([CH3:19])[C:15]([NH:30][CH2:29][CH:26]2[CH2:28][CH2:27]2)=[O:17])[N:5]=[C:4]([CH3:20])[C:3]=1[C:21]([O:23][CH2:24][CH3:25])=[O:22]. Procedure: Prepared as in Example 24a from 3-((4-amino-3-(ethoxycarbonyl)-2-methylquinolin-5-yl)oxy)-2,2-dimethylpropanoic acid (Example 47b) and cyclopropylmethanamine as a pale-yellow solid (80%). 1H NMR (400 MHz, DMSO-d6) δ 0.12-0.13 (m, 2H), 0.29-0.31 (m, 2H), 0.90 (m, 1H), 1.27 (s, 6H), 1.33 (t, J=8.0 Hz, 3H), 2.56 (s, 3H), 2.97 (t, J=8.0 Hz, 2H), 4.14 (s, 2H), 4.32 (q, J=8.0 Hz, 2H), 6.88 (d, J=8.0 Hz, 1H), 7.26 (d, J=4.0 Hz, 1H), 7.53 (t, J=8.0 Hz, 1H), 7.91 (t, J=4.0 Hz, 1H), 8.11 (s, 2H). MS 400 (... The reactants are CCCC(C(=O)OC)c1c(C)nc2cc(C(C)(C)C)nn2c1-c1ccc2ccn(C)c2c1, CO, [Na+], [OH-]. The product is CCCC(C(=O)O)c1c(C)nc2cc(C(C)(C)C)nn2c1-c1ccc2ccn(C)c2c1. RXN SMILES: [C:1]([CH3:2])([CH3:3])([CH3:4])[c:5]1[n:6][n:7]2[c:8]([n:9][c:10]([CH3:31])[c:11]([CH:23]([C:24](=[O:25])[O:26][CH3:27])[CH2:28][CH2:29][CH3:30])[c:12]2-[c:13]2[cH:14][cH:15][c:16]3[cH:17][cH:18][n:19]([CH3:22])[c:20]3[cH:21]2)[cH:32]1.[CH3:35][OH:36].[Na+:34].[OH-:33]>>[C:1]([CH3:2])([CH3:3])([CH3:4])[c:5]1[n:6][n:7]2[c:8]([n:9][c:10]([CH3:31])[c:11]([CH:23]([C:24](=[O:25])[OH:26])[CH2:28][CH2:29][CH3:30])[c:12]2-[c:13]2[cH:14][cH:15][c:16]3[cH:17][cH:18][n:19]([CH3:22])[c:20]3[cH:21]2)[cH:32]1. The reactants are C(C)(=O)NC=1C=C(C(=CC1)C=1C(=CC=CC1)C1=C(C=CC(=C1)C(F)(F)F)OCC1=CC=CC=C1)C(=O)OCC (ethyl 4-(acetylamino)-2″-[(phenylmethyl)oxy]-5″-(trifluoromethyl)-1,1′:2′,1″-terphenyl-2-carboxylate), C1(=CC=CC=C1)COC1=C(C=CC=C1)C1=C(C=CC=C1)B(O)O ({2′-[(phenylmethyl)oxy]-2-biphenylyl}boronic acid), BrC1=C(C=CC=C1)C=1C(=CC(=CC1)C)C(=O)OCC (ethyl 2′-bromo-4-methyl-2-biphenylcarboxylate). Yields the product CC=1C=C(C(=CC1)C=1C(=CC=CC1)C1=C(C=CC=C1)OCC1=CC=CC=C1)C(=O)OCC (Ethyl 4-methyl-2″-[(phenylmethyl)oxy]-1,1′:2′,1″-terphenyl-2-carboxylate). RXN SMILES: C(NC1C=C(C(OCC)=O)C(C2[C:12]([C:17]3[CH:22]=[C:21]([C:23](F)(F)F)[CH:20]=[CH:19][C:18]=3[O:27][CH2:28][C:29]3[CH:34]=[CH:33][CH:32]=[CH:31][CH:30]=3)=[CH:13]C=CC=2)=CC=1)(=O)C.C1(COC2C=CC=CC=2C2C=CC=CC=2B(O)O)C=CC=CC=1.Br[C:64]1[CH:69]=CC=C[C:65]=1[C:70]1[C:71]([C:77]([O:79][CH2:80][CH3:81])=[O:78])=[CH:72][C:73]([CH3:76])=[CH:74][CH:75]=1>>[CH3:76][C:73]1[CH:72]=[C:71]([C:77]([O:79][CH2:80][CH3:81])=[O:78])[C:70]([C:65]2[C:22]([C:17]3[CH:12]=[CH:13][CH:20]=[CH:19][C:18]=3[O:27][CH2:28][C:29]3[CH:30]=[CH:31][CH:32]=[CH:33][CH:34]=3)=[CH:21][CH:23]=[CH:69][CH:64]=2)=[CH:75][CH:74]=1. Procedure: Prepared in a similar way to ethyl 4-(acetylamino)-2″-[(phenylmethyl)oxy]-5″-(trifluoromethyl)-1,1′:2′,1″-terphenyl-2-carboxylate but using {2′-[(phenylmethyl)oxy]-2-biphenylyl}boronic acid instead of [2-[(phenylmethyl)oxy]-5-(trifluoromethyl)phenyl]boronic acid and ethyl 2′-bromo-4-methyl-2-biphenylcarboxylate instead of ethyl 4-(acetylamino)-2′-bromo-2-biphenylcarboxylate. LC/MS t=4.11, [MH+] 423.1 The reactants are C(C)OC(=O)C=1N=CC=2NC=3C=CC(=CC3C2N1)C(=O)O (8-hydroxycarbonyl-5H-pyrimido[5,4-b]indole-2-carboxylic acid ethyl ester), S(=O)(Cl)Cl (thionyl chloride). The reagents and catalysts are CN(C=O)C (dimethylformamide). Product: C(C)OC(=O)C=1N=CC=2NC=3C=CC(=CC3C2N1)C(=O)Cl (8-Chlorocarbonyl-5H-pyrimido[5,4-b]indole-2-carboxylic Acid Ethyl Ester). Reaction SMILES: [CH2:1]([O:3][C:4]([C:6]1[N:7]=[CH:8][C:9]2[NH:10][C:11]3[CH:12]=[CH:13][C:14]([C:19]([OH:21])=O)=[CH:15][C:16]=3[C:17]=2[N:18]=1)=[O:5])[CH3:2].S(Cl)([Cl:24])=O>CN(C)C=O>[CH2:1]([O:3][C:4]([C:6]1[N:7]=[CH:8][C:9]2[NH:10][C:11]3[CH:12]=[CH:13][C:14]([C:19]([Cl:24])=[O:21])=[CH:15][C:16]=3[C:17]=2[N:18]=1)=[O:5])[CH3:2]. Procedure: 184 mg of 8-hydroxycarbonyl-5H-pyrimido[5,4-b]indole-2-carboxylic acid ethyl ester (Example 18) is refluxed for 3 hours in 5 ml of thionyl chloride with one drop of dimethylformamide. After concentration, the mixture is further reacted without any purification.